This data is from the Open Reaction Database (ORD), a public repository of structured organic reaction records. The task is: describe an organic reaction: reactants, conditions, products, and yield Starting materials: FB(F)F, CC[SiH](CC)CC, CCOCC, ClCCCl, O, CCOC(=O)NC1Cc2ccc(C)cc2C1O. Product: CCOC(=O)NC1Cc2ccc(C)cc2C1. As a reaction SMILES: [B:30]([F:31])([F:32])[F:33].[CH2:18]([SiH:19]([CH2:20][CH3:21])[CH2:22][CH3:23])[CH3:24].[CH2:25]([O:26][CH2:27][CH3:28])[CH3:29].[Cl:34][CH2:35][CH2:36][Cl:37].[OH2:38].[OH:1][CH:2]1[CH:3]([NH:12][C:13]([O:14][CH2:15][CH3:16])=[O:17])[CH2:4][c:5]2[cH:6][cH:7][c:8]([CH3:11])[cH:9][c:10]21>>[CH2:2]1[CH:3]([NH:12][C:13]([O:14][CH2:15][CH3:16])=[O:17])[CH2:4][c:5]2[cH:6][cH:7][c:8]([CH3:11])[cH:9][c:10]21. Reactants: ClC1=C(C(=CC=C1CC)Cl)CO ((2,6-dichloro-3-ethylphenyl)methanol), P(Br)(Br)Br (PBr3), C(=O)(O)[O-].[Na+] (NaHCO3), O (water). The solvent is CCOCC (Et2O), CCOC(=O)C (EtOAc). Reaction conditions: temperature 0 celsius, time 8 hour. Product: BrCC1=C(C=CC(=C1Cl)CC)Cl (2-bromomethyl-1,3-dichloro-4-ethylbenzene). Yield: 55.2%. RXN SMILES: [Cl:1][C:2]1[C:7]([CH2:8][CH3:9])=[CH:6][CH:5]=[C:4]([Cl:10])[C:3]=1[CH2:11]O.P(Br)(Br)[Br:14].O.C([O-])(O)=O.[Na+]>CCOCC.CCOC(C)=O>[Br:14][CH2:11][C:3]1[C:2]([Cl:1])=[C:7]([CH2:8][CH3:9])[CH:6]=[CH:5][C:4]=1[Cl:10] |f:3.4|. Reported procedure: The required 2-bromomethyl-1,3-dichloro-4-ethyl-benzene was prepared as follows: To a mixture of 2′,4′-dichloroacetophenone (4.85 g; 25.66 mmol) suspended in diethylene glycol (20 mL) was added KOH (2.37 g; 35.92 mmol) and hydrazine hydrate (2.9 mL). The resulting mixture was heated at 100° C. (for 1 hour) and subsequently overnight, at 200° C. After cooling to RT, the mixture was partitioned between Et2O and water. The layers were separated and the organic layer was dried (Na2SO4), filtered, an... Starting materials: O[C@@H]1CN(C[C@H]1N=[N+]=[N-])C(=O)OC(C)(C)C (trans 3-hydroxy-4-azido-1-N-(tert.-butoxy carbonyl)pyrrolidine), C#C (acetylene). Solvent: CC(=O)C (acetone). Product: O[C@@H]1CN(C[C@H]1N1N=NC=C1)C(=O)OC(C)(C)C (trans 3-Hydroxy-4-(1,2,3-triazol-1-yl)-1-N-(tertbutoxycarbonyl)pyrrolidine). Reaction SMILES: [OH:1][C@H:2]1[C@H:6]([N:7]=[N+:8]=[N-:9])[CH2:5][N:4]([C:10]([O:12][C:13]([CH3:16])([CH3:15])[CH3:14])=[O:11])[CH2:3]1.[CH:17]#[CH:18]>CC(C)=O>[OH:1][C@H:2]1[C@H:6]([N:7]2[CH:18]=[CH:17][N:9]=[N:8]2)[CH2:5][N:4]([C:10]([O:12][C:13]([CH3:16])([CH3:15])[CH3:14])=[O:11])[CH2:3]1. Procedure details: A solution of trans 3-hydroxy-4-azido-1-N-(tert.-butoxy carbonyl)pyrrolidine (3.8 g, 17 mmol) in dry acetone (50 ml) was heated at 75°-80° C. for 40 hrs. After releasing the excess of acetylene, the reaction mixture was concentrated and the residue was purified on silica gel using ethyl acetate as eluant. Yield 3.66 g (87%) m.p. 91-93° C.; 1H NMR (CDCl3) δ: 1.46 (S, 9H), 3.25-4.25 (m, 5H), 4.83 (m, 1H), 7.63 (S, 1H), 7.70 (S, 1H). Starting materials: COC1=C(C(=O)OC)C=C(C=C1)CCl (methyl 2-methoxy-5-chloromethylbenzoate), N1N=NC=C1 (triazole), [H-].[Na+] (sodium hydride), ClCCl.CO (dichloromethane methanol). The solvent is CN(C=O)C (dimethylformamide), CN(C=O)C (dimethylformamide). Reaction conditions: time 30 minute. The product is COC1=C(C(=O)OC)C=C(C=C1)CN1N=NC=C1 (methyl 2-methoxy-5-(1H-triazol-1-ylmethyl)benzoate). Reaction SMILES: [NH:1]1[CH:5]=[CH:4][N:3]=[N:2]1.[H-].[Na+].[CH3:8][O:9][C:10]1[CH:19]=[CH:18][C:17]([CH2:20]Cl)=[CH:16][C:11]=1[C:12]([O:14][CH3:15])=[O:13].ClCCl.CO>CN(C)C=O>[CH3:8][O:9][C:10]1[CH:19]=[CH:18][C:17]([CH2:20][N:1]2[CH:5]=[CH:4][N:3]=[N:2]2)=[CH:16][C:11]=1[C:12]([O:14][CH3:15])=[O:13] |f:1.2,4.5|. Procedure details: Combine triazole (0.72 g, 10.4 mmol) and dimethylformamide (6 mL). Cool in an ice bath and add sodium hydride (0.42 g, 60% i oil, 10.4 mmol). After 30 minutes, warm to ambient temperature. Add a solution of methyl 2-methoxy-5-chloromethylbenzoate (1.85 g, 6.74 mmol) in dimethylformamide (6 mL). Heat to 75° C. After 3 hours, partition the reaction mixture between water and ethyl acetate. Extract the organic layer with water, dry over Na2SO4, filter, and concentrate in vacuo to give a residue. Chr... Starting materials: ICCOCCOCCOCCP(OCC)(OCC)=O (diethyl 2-(2-(2-(2-iodoethoxy)ethoxy)ethoxy)ethylphosphonate), [N-]=[N+]=[N-].[Na+] (sodium azide). Run in CN(C)C=O (DMF). Conditions: temperature 50 celsius. The product is N(=[N+]=[N-])CCOCCOCCOCCP(OCC)(OCC)=O (diethyl 2-(2-(2-(2-azidoethoxy)ethoxy)ethoxy)ethylphosphonate). Reaction SMILES: I[CH2:2][CH2:3][O:4][CH2:5][CH2:6][O:7][CH2:8][CH2:9][O:10][CH2:11][CH2:12][P:13](=[O:20])([O:17][CH2:18][CH3:19])[O:14][CH2:15][CH3:16].[N-:21]=[N+:22]=[N-:23].[Na+]>CN(C=O)C>[N:21]([CH2:2][CH2:3][O:4][CH2:5][CH2:6][O:7][CH2:8][CH2:9][O:10][CH2:11][CH2:12][P:13](=[O:20])([O:17][CH2:18][CH3:19])[O:14][CH2:15][CH3:16])=[N+:22]=[N-:23] |f:1.2|. Procedure details: To a solution of diethyl 2-(2-(2-(2-iodoethoxy)ethoxy)ethoxy)ethylphosphonate (1 eq) in DMF (0.5 M) was added sodium azide (3 eq). The reaction mixture was heated at 50° C. overnight. The mixture was then concentrated en vaccuo. The crude material was purified by flash chromatography on a COMBIFLASH® system (ISCO) using 0-5% MeOH/DCM to give the product as a colorless oil. Starting materials: FC1=CC=C(COCC=2C=CC(=NC2C)NC(C(C)(C)C)=O)C=C1 (N-[5-(4-Fluoro-benzyloxymethyl)-6-methyl-pyridin-2-yl]-2,2-dimethyl-propionamide), [OH-].[Na+] (NaOH). The product is FC1=CC=C(COCC=2C=CC(=NC2C)N)C=C1 (5-(4-Fluoro-benzyloxymethyl)-6-methyl-pyridin-2-ylamine). Reaction SMILES: [F:1][C:2]1[CH:24]=[CH:23][C:5]([CH2:6][O:7][CH2:8][C:9]2[CH:10]=[CH:11][C:12]([NH:16]C(=O)C(C)(C)C)=[N:13][C:14]=2[CH3:15])=[CH:4][CH:3]=1.[OH-].[Na+]>>[F:1][C:2]1[CH:3]=[CH:4][C:5]([CH2:6][O:7][CH2:8][C:9]2[CH:10]=[CH:11][C:12]([NH2:16])=[N:13][C:14]=2[CH3:15])=[CH:23][CH:24]=1 |f:1.2|. Reported procedure: This material was prepared in analogy to example 86 step B] from N-[5-(4-Fluoro-benzyloxymethyl)-6-methyl-pyridin-2-yl]-2,2-dimethyl-propionamide (0.78 g) and 3M aqueous NaOH (3.93 mL) as an amorphous orange solid (0.58 g). MS (ESI): 247.2 (MH+).